From a dataset of the Open Reaction Database (ORD), a public repository of structured organic reaction records. describe an organic reaction: reactants, conditions, products, and yield Reactants: C(C)S(=O)(=O)NCCC(=O)OC (N-(ethylsulfonyl)-β-alanine, methyl ester), ClC1=CC2=C(OC3=C(CN2C(=O)NN)C=CC=C3)C=C1 (8-chlorodibenz[b,f][1,4]oxazepine-10(11H)-carboxylic acid, hydrazide). Product: C(C)S(=O)(=O)NCCC(=O)NNC(=O)N1C2=C(OC3=C(C1)C=CC=C3)C=CC(=C2)Cl (8-chlorodibenz[b,f][1,4]oxazepine-10(11H)-carboxylic acid, 2-[3-[(ethylsulfonyl)amino]-1-oxopropyl]hydrazide), product. The yield is 28.0%. As a reaction SMILES: [CH2:1]([S:3]([NH:6][CH2:7][CH2:8][C:9]([O:11]C)=O)(=[O:5])=[O:4])[CH3:2].[Cl:13][C:14]1[CH:32]=[CH:31][C:17]2[O:18][C:19]3[CH:30]=[CH:29][CH:28]=[CH:27][C:20]=3[CH2:21][N:22]([C:23]([NH:25][NH2:26])=[O:24])[C:16]=2[CH:15]=1>>[CH2:1]([S:3]([NH:6][CH2:7][CH2:8][C:9]([NH:26][NH:25][C:23]([N:22]1[CH2:21][C:20]2[CH:27]=[CH:28][CH:29]=[CH:30][C:19]=2[O:18][C:17]2[CH:31]=[CH:32][C:14]([Cl:13])=[CH:15][C:16]1=2)=[O:24])=[O:11])(=[O:4])=[O:5])[CH3:2]. Procedure details: 8-chlorodibenz[b,f][1,4]oxazepine-10(11H)-carboxylic acid, 2-[3-[(ethylsulfonyl)amino]-1-oxopropyl]hydrazide (22) was prepared from N-(ethylsulfonyl)-β-alanine, methyl ester (21), prepared as described above in Example 21, and 8-chlorodibenz[b,f][1,4]-oxazepine-10(11H)-carboxylic acid, hydrazide (1), prepared as described above in Example 1, in the manner described in Example 18 above on a 2.0 mmol scale to yield 0.25 g (28%) of product. The reactants are C(C1=CC=CC=C1)S(=O)(=O)C1=C(C(=O)OC2CCCCC2)C(=CC(=C1O)C(=O)OC1CCCCC1)O (dicyclohexyl 2-benzylsulfonyl-3,6-dihydroxyterephthalate). The reagents and catalysts are [O-2].[O-2].[Mn+4] (manganese dioxide). Solvent: C1(=CC=CC=C1)C (toluene). Run at time 2 hour. The product is C(C1=CC=CC=C1)S(=O)(=O)C=1C(C(=CC(C1C(=O)OC1CCCCC1)=O)C(=O)OC1CCCCC1)=O (dicyclohexyl 2-benzylsulfonyl-1,4-benzoquinone-3,6-dicarboxylate). Yield: 60.0%. As a reaction SMILES: [CH2:1]([S:8]([C:11]1[C:25]([OH:26])=[C:24]([C:27]([O:29][CH:30]2[CH2:35][CH2:34][CH2:33][CH2:32][CH2:31]2)=[O:28])[CH:23]=[C:22]([OH:36])[C:12]=1[C:13]([O:15][CH:16]1[CH2:21][CH2:20][CH2:19][CH2:18][CH2:17]1)=[O:14])(=[O:10])=[O:9])[C:2]1[CH:7]=[CH:6][CH:5]=[CH:4][CH:3]=1>[O-2].[O-2].[Mn+4].C1(C)C=CC=CC=1>[CH2:1]([S:8]([C:11]1[C:25](=[O:26])[C:24]([C:27]([O:29][CH:30]2[CH2:35][CH2:34][CH2:33][CH2:32][CH2:31]2)=[O:28])=[CH:23][C:22](=[O:36])[C:12]=1[C:13]([O:15][CH:16]1[CH2:17][CH2:18][CH2:19][CH2:20][CH2:21]1)=[O:14])(=[O:10])=[O:9])[C:2]1[CH:3]=[CH:4][CH:5]=[CH:6][CH:7]=1 |f:1.2.3|. Procedure: One part of dicyclohexyl 2-benzylsulfonyl-3,6-dihydroxyterephthalate, 2 parts of electrolytic manganese dioxide and 3 parts of toluene were agitated at 35°-45° C. for 8 hours and then at its boiling point for additional 2 hours. The reaction mixture was hotfiltered and the volume of the resultant filtrate was concentrated to about 1/3. After adding ligroin to the concentrate, the resultant mixture was allowed to cool to obtain light-yellowish crystals with a yield of 60%. Upon recrystallization,...